This data is from the Open Reaction Database (ORD), a public repository of structured organic reaction records. The task is: describe an organic reaction: reactants, conditions, products, and yield The reactants are C(CCC)C1=CC=C(CN)C=C1 (4-butyl-benzylamine), Cl (HCl), O1CCOCC1 (dioxane), COC(CC1=CC(=CC=C1)C=O)=O ((3-formyl-phenyl)-acetic acid methyl ester), [BH3-]C#N.[Na+] (NaCNBH3). The solvent is CCOC(=O)C (EtOAc), [OH-].[Na+] (NaOH), CO (MeOH). Reaction conditions: time 8 hour. Yields the product COC(CC1=CC(=CC=C1)CNCC1=CC=C(C=C1)CCCC)=O ((3-((4-Butyl-benzylamino)-methyl)-phenyl)-acetic acid methyl ester). As a reaction SMILES: [CH2:1]([C:5]1[CH:12]=[CH:11][C:8]([CH2:9][NH2:10])=[CH:7][CH:6]=1)[CH2:2][CH2:3][CH3:4].Cl.O1CCOCC1.[CH3:20][O:21][C:22](=[O:32])[CH2:23][C:24]1[CH:29]=[CH:28][CH:27]=[C:26]([CH:30]=O)[CH:25]=1.[BH3-]C#N.[Na+]>CO.CCOC(C)=O.[OH-].[Na+]>[CH3:20][O:21][C:22](=[O:32])[CH2:23][C:24]1[CH:29]=[CH:28][CH:27]=[C:26]([CH2:30][NH:10][CH2:9][C:8]2[CH:7]=[CH:6][C:5]([CH2:1][CH2:2][CH2:3][CH3:4])=[CH:12][CH:11]=2)[CH:25]=1 |f:4.5,8.9|. Procedure: A solution of 4-butyl-benzylamine (from Preparation 15, 0.918 g, 6 mmol) in MeOH was added to 4N HCl in dioxane (0.75 mL, 3 mmol) followed by addition of (3-formyl-phenyl)-acetic acid methyl ester (from Preparation 13, 0.534 g, 3.0 mmol). NaCNBH3 (0.194 mL, 3 mmol) was added and the reaction was stirred at room temperature overnight. The mixture was diluted with EtOAc and 2N NaOH was added. The organic solution was dried over MgSO4, filtered, and concentrated in vacuo. The product was purified v... The reactants are NC1=C2N(C(N(C2=NC=N1)C=1C=C(C=CC1)NC(OC(C)(C)C)=O)=O)C1=CC=C(C=C1)Cl (tert-butyl 3-(6-amino-7-(4-chlorophenyl)-8-oxo-7H-purin-9(8H)-yl)phenylcarbamate), C(=O)(C(F)(F)F)O (TFA). Solvent: C(Cl)Cl (DCM). Reaction conditions: time 1 hour. The product is NC1=C2N(C(N(C2=NC=N1)C1=CC(=CC=C1)N)=O)C1=CC=C(C=C1)Cl (6-amino-9-(3-aminophenyl)-7-(4-chlorophenyl)-7H-purin-8(9H)-one), ( 13 ). Yield: 98.9%. RXN SMILES: [NH2:1][C:2]1[N:10]=[CH:9][N:8]=[C:7]2[C:3]=1[N:4]([C:26]1[CH:31]=[CH:30][C:29]([Cl:32])=[CH:28][CH:27]=1)[C:5](=[O:25])[N:6]2[C:11]1[CH:12]=[C:13]([NH:17]C(=O)OC(C)(C)C)[CH:14]=[CH:15][CH:16]=1.C(O)(C(F)(F)F)=O>C(Cl)Cl>[NH2:1][C:2]1[N:10]=[CH:9][N:8]=[C:7]2[C:3]=1[N:4]([C:26]1[CH:31]=[CH:30][C:29]([Cl:32])=[CH:28][CH:27]=1)[C:5](=[O:25])[N:6]2[C:11]1[CH:16]=[CH:15][CH:14]=[C:13]([NH2:17])[CH:12]=1. Reported procedure: To a solution of tert-butyl 3-(6-amino-7-(4-chlorophenyl)-8-oxo-7H-purin-9(8H)-yl)phenylcarbamate (12) (234 mg, 0.52 mmol) in DCM (8 mL) was added TFA (2 mL) dropwise. The reaction mixture was stirred at rt for 1 h before concentrated. The residue was purified by column chromatography (silica gel, 0 to 5% methanol in methylene chloride (0.3% Et3N)) to give 6-amino-9-(3-aminophenyl)-7-(4-chlorophenyl)-7H-purin-8(9H)-one as a brown solid (13) (180 mg, 98.9%). LC-MS (ESI): m/z (M/M+2) 353/355. Reactants: C1CCNC1, COCC12Cc3cnn(-c4ccc(F)cc4)c3C=C1CCN(S(=O)(=O)c1ccc(Cl)nc1)C2. The product is COCC12Cc3cnn(-c4ccc(F)cc4)c3C=C1CCN(S(=O)(=O)c1ccc(N3CCCC3)nc1)C2. As a reaction SMILES: [CH2:34]1[CH2:35][CH2:36][NH:37][CH2:38]1.[Cl:1][c:2]1[cH:3][cH:4][c:5]([S:8](=[O:9])(=[O:10])[N:11]2[CH2:12][C:13]3([CH2:31][O:32][CH3:33])[CH2:14][c:15]4[c:16]([n:21](-[c:24]5[cH:25][cH:26][c:27]([F:30])[cH:28][cH:29]5)[n:22][cH:23]4)[CH:17]=[C:18]3[CH2:19][CH2:20]2)[cH:6][n:7]1>>[c:2]1([N:37]2[CH2:36][CH2:35][CH2:34][CH2:38]2)[cH:3][cH:4][c:5]([S:8](=[O:9])(=[O:10])[N:11]2[CH2:12][C:13]3([CH2:31][O:32][CH3:33])[CH2:14][c:15]4[c:16]([n:21](-[c:24]5[cH:25][cH:26][c:27]([F:30])[cH:28][cH:29]5)[n:22][cH:23]4)[CH:17]=[C:18]3[CH2:19][CH2:20]2)[cH:6][n:7]1. The reactants are BrC1=C(C=CC(=C1)C(F)(F)F)Cl (2-bromo-1-chloro-4-(trifluoromethyl)benzene), C1(CCCCC1)P(C1=C(C=CC=C1)C=1C(=CC=CC1)N(C)C)C1CCCCC1 (2′-(dicyclohexylphosphino)-N,N-dimethylbiphenyl-2-amine), O1CCOCC1 (1,4-dioxane), C(C)[Si](O[C@@H]1CC[C@H](CC1)N1C([C@@]2(CC1)CNCCC2)=O)(CC)CC ((5S)-2-{trans-4-[(triethylsilyl)oxy]cyclohexyl}-2,7-diazaspiro[4.5]decan-1-one), CC(C)([O-])C.[Na+] (sodium tert-butoxide). Reagents/catalysts: C=1C=CC(=CC1)/C=C/C(=O)/C=C/C2=CC=CC=C2.C=1C=CC(=CC1)/C=C/C(=O)/C=C/C2=CC=CC=C2.C=1C=CC(=CC1)/C=C/C(=O)/C=C/C2=CC=CC=C2.[Pd].[Pd] (tris(dibenzylideneacetone)dipalladium(0)). Run at time 20 minute. The product is ClC1=C(C=C(C=C1)C(F)(F)F)N1C[C@@]2(CCN(C2=O)[C@@H]2CC[C@H](CC2)O)CCC1 ((5S)-7-[2-chloro-5-(trifluoromethyl)phenyl]-2-(trans-4-hydroxycyclohexyl)-2,7-diazaspiro[4.5]decan-1-one). As a reaction SMILES: Br[C:2]1[CH:7]=[C:6]([C:8]([F:11])([F:10])[F:9])[CH:5]=[CH:4][C:3]=1[Cl:12].C1(P(C2CCCCC2)C2C=CC=CC=2C2C(N(C)C)=CC=CC=2)CCCCC1.O1CCOCC1.C([Si](CC)(CC)[O:50][C@H:51]1[CH2:56][CH2:55][C@H:54]([N:57]2[CH2:61][CH2:60][C@:59]3([CH2:66][CH2:65][CH2:64][NH:63][CH2:62]3)[C:58]2=[O:67])[CH2:53][CH2:52]1)C.CC(C)([O-])C.[Na+]>C1C=CC(/C=C/C(/C=C/C2C=CC=CC=2)=O)=CC=1.C1C=CC(/C=C/C(/C=C/C2C=CC=CC=2)=O)=CC=1.C1C=CC(/C=C/C(/C=C/C2C=CC=CC=2)=O)=CC=1.[Pd].[Pd]>[Cl:12][C:3]1[CH:4]=[CH:5][C:6]([C:8]([F:11])([F:10])[F:9])=[CH:7][C:2]=1[N:63]1[CH2:64][CH2:65][CH2:66][C@@:59]2([C:58](=[O:67])[N:57]([C@H:54]3[CH2:53][CH2:52][C@H:51]([OH:50])[CH2:56][CH2:55]3)[CH2:61][CH2:60]2)[CH2:62]1 |f:4.5,6.7.8.9.10|. Reported procedure: A mixture of 2-bromo-1-chloro-4-(trifluoromethyl)benzene (26 mg, 0.0001 mol), tris(dibenzylideneacetone)dipalladium(0) (2 mg, 0.000002 mol), 2′-(dicyclohexylphosphino)-N,N-dimethylbiphenyl-2-amine (5 mg, 0.00001 mol) in 1,4-dioxane (0.5 mL, 0.006 mol) was stirred under N2 (g) for 20 min. To this mixture were added (5S)-2-{trans-4-[(triethylsilyl)oxy]cyclohexyl}-2,7-diazaspiro[4.5]decan-1-one (30 mg, 0.00008 mol) and sodium tert-butoxide (11.8 mg, 0.000123 mol), and the resulting mixture was dega... The reactants are Oc1noc2ccc(Cl)cc12, O, O=P(Cl)(Cl)Cl, c1ccncc1. The product is Clc1ccc2onc(Cl)c2c1. As a reaction SMILES: [Cl:1][c:2]1[cH:3][cH:4][c:5]2[c:6]([c:7]([OH:10])[n:8][o:9]2)[cH:11]1.[OH2:18].[P:19]([Cl:20])([Cl:21])([Cl:22])=[O:23].[cH:12]1[cH:13][cH:14][n:15][cH:16][cH:17]1>>[Cl:1][c:2]1[cH:3][cH:4][c:5]2[c:6]([c:7]([Cl:21])[n:8][o:9]2)[cH:11]1.